From a dataset of the Open Reaction Database (ORD), a public repository of structured organic reaction records. describe an organic reaction: reactants, conditions, products, and yield Starting materials: ON1C(CCC1=O)=O (N-hydroxysuccinimide), C(C#C)OCCC(=O)NCCCOC1=CC=C(C(=O)C2=CC=C(C=C2)NCCOCCOCCOCCOCCC(=O)O)C=C1 (1-((4-(4-(3-(3-(prop-2-yn-1-yloxy)propanamido)propoxy)benzoyl)phenyl)amino)-3,6,9,12-tetraoxapentadecan-15-oic acid), C(CCl)Cl (EDC). Run in C(Cl)Cl (DCM). Product: C(C#C)OCCC(=O)NCCCOC1=CC=C(C(=O)C2=CC=C(C=C2)NCCOCCOCCOCCOCCC(=O)ON2C(CCC2=O)=O)C=C1 (2,5-dioxopyrrolidin-1-yl 1-((4-(4-(3-(3-(prop-2-yn-1-yloxy)propanamido)propoxy)benzoyl)phenyl)amino)-3,6,9,12-tetraoxapentadecan-15-oate). The yield is 82.3%. As a reaction SMILES: [OH:1][N:2]1[C:6](=[O:7])[CH2:5][CH2:4][C:3]1=[O:8].[CH2:9]([O:12][CH2:13][CH2:14][C:15]([NH:17][CH2:18][CH2:19][CH2:20][O:21][C:22]1[CH:53]=[CH:52][C:25]([C:26]([C:28]2[CH:33]=[CH:32][C:31]([NH:34][CH2:35][CH2:36][O:37][CH2:38][CH2:39][O:40][CH2:41][CH2:42][O:43][CH2:44][CH2:45][O:46][CH2:47][CH2:48][C:49](O)=[O:50])=[CH:30][CH:29]=2)=[O:27])=[CH:24][CH:23]=1)=[O:16])[C:10]#[CH:11].C(Cl)CCl>C(Cl)Cl>[CH2:9]([O:12][CH2:13][CH2:14][C:15]([NH:17][CH2:18][CH2:19][CH2:20][O:21][C:22]1[CH:53]=[CH:52][C:25]([C:26]([C:28]2[CH:29]=[CH:30][C:31]([NH:34][CH2:35][CH2:36][O:37][CH2:38][CH2:39][O:40][CH2:41][CH2:42][O:43][CH2:44][CH2:45][O:46][CH2:47][CH2:48][C:49]([O:1][N:2]3[C:6](=[O:7])[CH2:5][CH2:4][C:3]3=[O:8])=[O:50])=[CH:32][CH:33]=2)=[O:27])=[CH:24][CH:23]=1)=[O:16])[C:10]#[CH:11]. Reported procedure: N-hydroxysuccinimide (252 mg, 2.30 mmol) was added to a solution of 1-((4-(4-(3-(3-(prop-2-yn-1-yloxy)propanamido)propoxy)benzoyl)phenyl)amino)-3,6,9,12-tetraoxapentadecan-15-oic acid (1.25 g, 1.98 mmol) in anhydrous DCM (10 ml) was added followed by EDC (505 mg, 2.64 mmol). The reaction was stirred at r.t. for 2-3 hs. Upon completion, reaction was concentrated under reduced pressure and purified by silica gel chromatography (DCM to DCM:iPrOH gradient) to provide 1.16 g (1.63 mmol, 80% yield) of... Starting materials: C(C)(=O)OCC(CCl)(OCCO)C#N (3-chloro-2-cyano-2-(2-hydroxyethoxy)propyl acetate), NO (hydroxylamine). Solvent: C(C)O (ethanol). Conditions: temperature 65 celsius. The product is C(C)(=O)OCC(C(=N)NO)(OCCO)CCl (2-(Chloromethyl)-3-(hydroxyamino)-2-(2-hydroxyethoxy)-3-iminopropyl acetate). RXN SMILES: [C:1]([O:4][CH2:5][C:6]([C:13]#[N:14])([O:9][CH2:10][CH2:11][OH:12])[CH2:7][Cl:8])(=[O:3])[CH3:2].[NH2:15][OH:16]>C(O)C>[C:1]([O:4][CH2:5][C:6]([CH2:7][Cl:8])([O:9][CH2:10][CH2:11][OH:12])[C:13]([NH:15][OH:16])=[NH:14])(=[O:3])[CH3:2]. Reported procedure: A solution of 3-chloro-2-cyano-2-(2-hydroxyethoxy)propyl acetate (9.40 g, 42.4 mmol) in ethanol (150 mL) was treated with 50% aqueous hydroxylamine solution (2.94 g, 44.5 mmol, Aldrich) and the reaction was heated (65° C.) for 1.5 hrs. The solution was cooled to room temperature and the product was used as-is in the subsequent reaction: LC/MS m/z 255.20 (M+H). Reactants: FC1=CC=C(C=C1)C1=NOC(=C1COC=1C=CC(=NC1)C(=O)O)CO (5-[3-(4-fluoro-phenyl)-5-hydroxymethyl-isoxazol-4-ylmethoxy]-pyridine-2-carboxylic acid), NN1CCOCC1 (4-aminomorpholine). The product is N1(CCOCC1)NC(=O)C1=NC=C(C=C1)OCC=1C(=NOC1CO)C1=CC=C(C=C1)F (5-[3-(4-Fluoro-phenyl)-5-hydroxymethyl-isoxazol-4-ylmethoxy]-pyridine-2-carboxylic acid morpholin-4-ylamide). Yield: 41.0%. As a reaction SMILES: [F:1][C:2]1[CH:7]=[CH:6][C:5]([C:8]2[C:12]([CH2:13][O:14][C:15]3[CH:16]=[CH:17][C:18]([C:21]([OH:23])=O)=[N:19][CH:20]=3)=[C:11]([CH2:24][OH:25])[O:10][N:9]=2)=[CH:4][CH:3]=1.[NH2:26][N:27]1[CH2:32][CH2:31][O:30][CH2:29][CH2:28]1>>[N:27]1([NH:26][C:21]([C:18]2[CH:17]=[CH:16][C:15]([O:14][CH2:13][C:12]3[C:8]([C:5]4[CH:6]=[CH:7][C:2]([F:1])=[CH:3][CH:4]=4)=[N:9][O:10][C:11]=3[CH2:24][OH:25])=[CH:20][N:19]=2)=[O:23])[CH2:32][CH2:31][O:30][CH2:29][CH2:28]1. Reported procedure: As described for example 34b, 5-[3-(4-fluoro-phenyl)-5-hydroxymethyl-isoxazol-4-ylmethoxy]-pyridine-2-carboxylic acid (100 mg, 0.29 mmol) was converted, using 4-aminomorpholine instead of S-(+)-1-amino-2-propanol, to the title compound (57 mg, 41%), which was obtained as a white solid. MS: m/e=429.2 [M+H]+. Starting materials: ClC=1C=CC=2N(N1)C(=CN2)C2=CC1=C(S2)C=CC(=C1)C (6-chloro-3-(5-methylbenzo[b]thiophen-2-yl)imidazo[1,2-b]pyridazine), CC1(C2=C(C(=CC=C2)P(C3=CC=CC=C3)C4=CC=CC=C4)OC5=C(C=CC=C51)P(C6=CC=CC=C6)C7=CC=CC=C7)C (xantphos), C([O-])([O-])=O.[K+].[K+] (potassium carbonate), COC=1C=C(N)C=CC1OC (3,4-dimethoxyaniline). Reagents/catalysts: C(C)(=O)[O-].[Pd+2].C(C)(=O)[O-] (palladium acetate). Solvent: O1CCOCC1 (dioxane). Run at temperature 110 celsius. Product: CC1=CC2=C(SC(=C2)C2=CN=C3N2N=C(C=C3)NC3=CC(=C(C=C3)OC)OC)C=C1 (3-(5-methylbenzo[b]thiophen-2-yl)-N-(3,4-dimethoxyphenyl)imidazo[1,2-b]pyridazin-6-amine). Isolated yield 91.0%. RXN SMILES: Cl[C:2]1[CH:3]=[CH:4][C:5]2[N:6]([C:8]([C:11]3[S:15][C:14]4[CH:16]=[CH:17][C:18]([CH3:20])=[CH:19][C:13]=4[CH:12]=3)=[CH:9][N:10]=2)[N:7]=1.CC1(C)C2C(=C(P(C3C=CC=CC=3)C3C=CC=CC=3)C=CC=2)OC2C(P(C3C=CC=CC=3)C3C=CC=CC=3)=CC=CC1=2.C(=O)([O-])[O-].[K+].[K+].[CH3:69][O:70][C:71]1[CH:72]=[C:73]([CH:75]=[CH:76][C:77]=1[O:78][CH3:79])[NH2:74]>O1CCOCC1.C([O-])(=O)C.[Pd+2].C([O-])(=O)C>[CH3:20][C:18]1[CH:17]=[CH:16][C:14]2[S:15][C:11]([C:8]3[N:6]4[N:7]=[C:2]([NH:74][C:73]5[CH:75]=[CH:76][C:77]([O:78][CH3:79])=[C:71]([O:70][CH3:69])[CH:72]=5)[CH:3]=[CH:4][C:5]4=[N:10][CH:9]=3)=[CH:12][C:13]=2[CH:19]=1 |f:2.3.4,7.8.9|. Procedure details: To a solution of 6-chloro-3-(5-methylbenzo[b]thiophen-2-yl)imidazo[1,2-b]pyridazine (50 mg, 0.168 mmol, 1.0 equiv), xantphos (19 mg, 0.0334 mmol, 0.2 equiv), palladium acetate (4 mg, 0.0167 mmol, 0.1 equiv), and potassium carbonate (461 mg, 3.34 mmol, 20 equiv) in dioxane (5.0 mL) was added 3,4-dimethoxyaniline (28 mg, 0.167 mmol, 1.1 equiv) and heated to 110° C. for 2 h. Purification by column chromatography using 2% methanol in dichloromethane elution gave 42 mg, 0.152 mmol of the yellow solid... Reactants: NCCC[C@@H]1CN(C(O1)=O)C=1C=CC2=C(NC(CS2)=O)C1 (6-[(R)-5-(3-amino-propyl)-2-oxo-oxazolidin-3-yl]-4H-benzo[1,4]thiazin-3-one), ClC1=CC=CC2=C1NC(OC2=O)=O (8-chloro-1H-benzo[d][1,3]oxazine-2,4-dione). Yields the product NC1=C(C(=O)NCCC[C@@H]2CN(C(O2)=O)C=2C=CC3=C(NC(CS3)=O)C2)C=CC=C1Cl (2-amino-3-chloro-N-{3-[(R)-2-oxo-3-(3-oxo-3,4-dihydro-2H-benzo[1,4]thiazin-6-yl)-oxazolidin-5-yl]-propyl}-benzamide). The yield is 70.0%. Reaction SMILES: [NH2:1][CH2:2][CH2:3][CH2:4][C@H:5]1[O:9][C:8](=[O:10])[N:7]([C:11]2[CH:12]=[CH:13][C:14]3[S:19][CH2:18][C:17](=[O:20])[NH:16][C:15]=3[CH:21]=2)[CH2:6]1.[Cl:22][C:23]1[C:28]2[NH:29]C(=O)[O:31][C:32](=O)[C:27]=2[CH:26]=[CH:25][CH:24]=1>>[NH2:29][C:28]1[C:23]([Cl:22])=[CH:24][CH:25]=[CH:26][C:27]=1[C:32]([NH:1][CH2:2][CH2:3][CH2:4][C@H:5]1[O:9][C:8](=[O:10])[N:7]([C:11]2[CH:12]=[CH:13][C:14]3[S:19][CH2:18][C:17](=[O:20])[NH:16][C:15]=3[CH:21]=2)[CH2:6]1)=[O:31]. Procedure details: Starting from 6-[(R)-5-(3-amino-propyl)-2-oxo-oxazolidin-3-yl]-4H-benzo[1,4]thiazin-3-one (described in WO 2010/041219) and 8-chloro-1H-benzo[d][1,3]oxazine-2,4-dione and using Procedure A, the title compound was obtained as a colourless solid (97 mg; 70% yield). The reactants are OC=1C=C(C=CC(=O)O)C=CC1 (3-hydroxycinnamic acid), Cl.CO (hydrogen chloride methanol). Reaction conditions: time 1 day. Yields the product OC=1C=C(C=CC1)CCC(=O)OC (methyl 3-(3-hydroxyphenyl)propionate). As a reaction SMILES: [OH:1][C:2]1[CH:3]=[C:4]([CH:10]=[CH:11][CH:12]=1)[CH:5]=[CH:6][C:7]([OH:9])=[O:8].Cl.[CH3:14]O>>[OH:1][C:2]1[CH:3]=[C:4]([CH2:5][CH2:6][C:7]([O:9][CH3:14])=[O:8])[CH:10]=[CH:11][CH:12]=1 |f:1.2|. Procedure details: 20 ml of 10% hydrogen chloride-methanol was added to 1.64 g (10 mmol) of 3-hydroxycinnamic acid and the mixture was stirred at room temperature for one day. The reaction mixture was concentrated under reduced pressure. The residue was dissolved in ethyl acetate, washed twice with water and dried (MgSO4). The solvent was distilled off. The residue was dissolved in 25 ml of methanol, 0.5 g of 10% palladium-carbon was added and the mixture was stirred overnight under hydrogen atmosphere. The reacti... Reactants: CCNCC, C#CC(C)(C)O, CN1Cc2c(I)ncn2-c2cccc(Cl)c2C1=O, [Cu]I, Cl[Pd]Cl, c1ccc(P(c2ccccc2)c2ccccc2)cc1, c1ccc(P(c2ccccc2)c2ccccc2)cc1. Yields the product CN1Cc2c(C#CC(C)(C)O)ncn2-c2cccc(Cl)c2C1=O. Reaction SMILES: [CH2:68]([NH:69][CH2:70][CH3:71])[CH3:72].[CH3:19][C:20]([CH3:21])([C:22]#[CH:23])[OH:24].[Cl:1][c:2]1[cH:3][cH:4][cH:5][c:6]2[c:7]1[C:8](=[O:18])[N:9]([CH3:17])[CH2:10][c:11]1[n:12]-2[cH:13][n:14][c:15]1[I:16].[Cu:66][I:67].[Pd:25]([Cl:26])[Cl:27].[c:28]1([P:29]([c:30]2[cH:31][cH:32][cH:33][cH:34][cH:35]2)[c:36]2[cH:37][cH:38][cH:39][cH:40][cH:41]2)[cH:42][cH:43][cH:44][cH:45][cH:46]1.[c:47]1([P:48]([c:49]2[cH:50][cH:51][cH:52][cH:53][cH:54]2)[c:55]2[cH:56][cH:57][cH:58][cH:59][cH:60]2)[cH:61][cH:62][cH:63][cH:64][cH:65]1>>[Cl:1][c:2]1[cH:3][cH:4][cH:5][c:6]2[c:7]1[C:8](=[O:18])[N:9]([CH3:17])[CH2:10][c:11]1[n:12]-2[cH:13][n:14][c:15]1[C:23]#[C:22][C:20]([CH3:19])([CH3:21])[OH:24]. Reactants: COC(=O)CCCCCNc1ncnc2oc(-c3ccccc3Cl)c(-c3ccc(OC)cc3)c12, CCOC(C)=O, Cl, [Na+], C1COCCO1, [OH-]. Product: COc1ccc(-c2c(-c3ccccc3Cl)oc3ncnc(NCCCCCC(=O)O)c23)cc1. RXN SMILES: [CH3:1][O:2][C:3]([CH2:4][CH2:5][CH2:6][CH2:7][CH2:8][NH:9][c:10]1[c:11]2[c:12]([n:13][cH:14][n:15]1)[o:16][c:17](-[c:27]1[c:28]([Cl:33])[cH:29][cH:30][cH:31][cH:32]1)[c:18]2-[c:19]1[cH:20][cH:21][c:22]([O:25][CH3:26])[cH:23][cH:24]1)=[O:34].[CH3:38][CH2:39][O:40][C:41](=[O:42])[CH3:43].[ClH:37].[Na+:36].[O:44]1[CH2:45][CH2:46][O:47][CH2:48][CH2:49]1.[OH-:35]>>[O:2]=[C:3]([CH2:4][CH2:5][CH2:6][CH2:7][CH2:8][NH:9][c:10]1[c:11]2[c:12]([n:13][cH:14][n:15]1)[o:16][c:17](-[c:27]1[c:28]([Cl:33])[cH:29][cH:30][cH:31][cH:32]1)[c:18]2-[c:19]1[cH:20][cH:21][c:22]([O:25][CH3:26])[cH:23][cH:24]1)[OH:34]. Reactants: C(Cl)(Cl)Cl (chloroform), C(C)(=O)OC12C(C3=C(C=C(C=C3N(CC3N(C13)C(C)=O)O2)C=O)O)COC(N)=O (11-acetyl-8-carbamoyloxymethyl-4-formyl-6-hydroxy-14-oxa-1,11-diazatetracyclo[7.4.1.02,7.010,12 ]tetradeca-2,4,6-trien-9-yl acetate), C([O-])([O-])=O.[K+].[K+] (potassium carbonate), C(CCC)I (n-butyl iodide). The solvent is CO (methanol), CC(=O)C (acetone). Run at temperature 50 celsius, time 4 hour. Product: C(C)(=O)OC12C(C3=C(C=C(C=C3N(CC3N(C13)C(C)=O)O2)C=O)OCCCC)COC(N)=O (11-acetyl-6-butoxy-8-carbamoyloxymethyl-4-formyl-14-oxa-1,11-diazatetracyclo[7.4.1.02,7.010,12 ]tetradeca-2,4,6-trien-9-yl acetate). RXN SMILES: [C:1]([O:4][C:5]12[O:21][N:13]([CH2:14][CH:15]3[CH:17]1[N:16]3[C:18](=[O:20])[CH3:19])[C:12]1[C:7](=[C:8]([OH:24])[CH:9]=[C:10]([CH:22]=[O:23])[CH:11]=1)[CH:6]2[CH2:25][O:26][C:27](=[O:29])[NH2:28])(=[O:3])[CH3:2].C(=O)([O-])[O-].[K+].[K+].[CH2:36](I)[CH2:37][CH2:38][CH3:39].C(Cl)(Cl)Cl>CC(C)=O.CO>[C:1]([O:4][C:5]12[O:21][N:13]([CH2:14][CH:15]3[CH:17]1[N:16]3[C:18](=[O:20])[CH3:19])[C:12]1[C:7](=[C:8]([O:24][CH2:36][CH2:37][CH2:38][CH3:39])[CH:9]=[C:10]([CH:22]=[O:23])[CH:11]=1)[CH:6]2[CH2:25][O:26][C:27](=[O:29])[NH2:28])(=[O:3])[CH3:2] |f:1.2.3|. Procedure details: To a solution of 11-acetyl-8-carbamoyloxymethyl-4-formyl-6-hydroxy-14-oxa-1,11-diazatetracyclo[7.4.1.02,7.010,12 ]tetradeca-2,4,6-trien-9-yl acetate (80 mg) in acetone (1 ml) were added potassium carbonate (110 mg) and n-butyl iodide (90 μl), and the mixture was stirred at 50° C. for 4 hours. The reaction mixture was subjected to preparative thin layer chromatography, which was developed with a mixture of chloroform and methanol (20:1, v/v) to afford 11-acetyl-6-butoxy-8-carbamoyloxymethyl-4-for...